Dataset: the Open Reaction Database (ORD), a public repository of structured organic reaction records. Task: describe an organic reaction: reactants, conditions, products, and yield The reactants are NC1=NNC(=C1)C1=CC=C(C=C1)Cl (3-Amino-5-(4-chlorophenyl)pyrazole), C1(=CC=CC=C1)CC(=O)O (phenylacetic acid), Cl.CN(CCCN=C=NCC)C (1-(3-dimethylaminopropyl)-3-ethylcarbodiimide hydrochloride). Run in C(C)(=O)OCC (ethyl acetate), N1=CC=CC=C1 (pyridine). Reaction conditions: time 3 hour. Yields the product ClC1=CC=C(C=C1)C1=CC(=NN1)NC(CC1=CC=CC=C1)=O (5-(4-chlorophenyl)-3-phenylacetylaminopyrazole). The yield is 69.2%. As a reaction SMILES: [NH2:1][C:2]1[CH:6]=[C:5]([C:7]2[CH:12]=[CH:11][C:10]([Cl:13])=[CH:9][CH:8]=2)[NH:4][N:3]=1.[C:14]1([CH2:20][C:21](O)=[O:22])[CH:19]=[CH:18][CH:17]=[CH:16][CH:15]=1.Cl.CN(C)CCCN=C=NCC>N1C=CC=CC=1.C(OCC)(=O)C>[Cl:13][C:10]1[CH:11]=[CH:12][C:7]([C:5]2[NH:4][N:3]=[C:2]([NH:1][C:21](=[O:22])[CH2:20][C:14]3[CH:19]=[CH:18][CH:17]=[CH:16][CH:15]=3)[CH:6]=2)=[CH:8][CH:9]=1 |f:2.3|. Procedure: 3-Amino-5-(4-chlorophenyl)pyrazole (96.8 mg) and phenylacetic acid (74.9 mg) were dissolved in pyridine (2.5 ml) to which was subsequently added 1-(3-dimethylaminopropyl)-3-ethylcarbodiimide hydrochloride (143.8 mg), and the mixture was stirred at room temperature for 3 hours. The reaction solution was diluted with ethyl acetate (30 ml), washed with 1 N aqueous potassium hydrogensulfate solution (15 ml×2) and saturated brine (15 ml) and then dried over anhydrous magnesium sulfate. The solvent wa...